From a dataset of the Open Reaction Database (ORD), a public repository of structured organic reaction records. describe an organic reaction: reactants, conditions, products, and yield Starting materials: C1(CC=CC1)O (cyclopent-3-en-1-ol), [H-].[Na+] (sodium hydride), ClCC1=CC=C(C=C1)OC (1-(chloromethyl)-4-methoxybenzene). Solvent: C1CCOC1 (THF). Conditions: time 17 hour. Yields the product C1(CC=CC1)OCC1=CC=C(C=C1)OC (1-[(Cyclopent-3-en-1-yloxy)methyl]-4-methoxybenzene). As a reaction SMILES: [CH:1]1([OH:6])[CH2:5][CH:4]=[CH:3][CH2:2]1.[H-].[Na+].Cl[CH2:10][C:11]1[CH:16]=[CH:15][C:14]([O:17][CH3:18])=[CH:13][CH:12]=1>C1COCC1>[CH:1]1([O:6][CH2:10][C:11]2[CH:16]=[CH:15][C:14]([O:17][CH3:18])=[CH:13][CH:12]=2)[CH2:5][CH:4]=[CH:3][CH2:2]1 |f:1.2|. Reported procedure: To a solution of cyclopent-3-en-1-ol (CAS number 14320-38-8; 15 g, 178 mmol) in dry THF (357 ml) at 0° C. under nitrogen was added sodium hydride (60%, 9.27 g, 232 mmol). After fizzing had ceased, to this was then added drop wise 1-(chloromethyl)-4-methoxybenzene (CAS number 824-94-2; 31.4 ml, 232 mmol). The reaction was allowed to warm to room temperature and stirred for 17 hours then quenched by the addition of methanol and concentrated in vacuo. The residue was partitioned between ethyl aceta... The reactants are C[C@@H]1C(C=CN2C3=C(CC[C@H]12)C=CC=C3)=O ((trans) 4-methyl4,4a,5,6-tetrahydro-( 11H)-benzo[c]quinolizin-3-one), ClC=1C=CC2=C(CCC3=C(C(CCN23)=O)C)C1 (8-chloro4-methyl-1 ,2,5,6-tetrahydro-(11H)-benzo[c] quinolizin-3-one). The product is CC=1C=CC2=C(CCC3CC(C=CN23)=O)C1 (8-methyl4,4a,5,6-tetrahydro-(11 H)-benzo[c]quinolizin-3-one). As a reaction SMILES: C[C@H:2]1[C@@H:11]2[N:6]([C:7]3[CH:15]=[CH:14][CH:13]=[CH:12][C:8]=3[CH2:9][CH2:10]2)[CH:5]=[CH:4][C:3]1=[O:16].Cl[C:18]1C=CC2N3C(=C(C)C(=O)CC3)CCC=2C=1>>[CH3:18][C:13]1[CH:14]=[CH:15][C:7]2[N:6]3[CH:11]([CH2:2][C:3](=[O:16])[CH:4]=[CH:5]3)[CH2:10][CH2:9][C:8]=2[CH:12]=1. Procedure details: (cis) and (trans) 4-methyl4,4a,5,6-tetrahydro-( 11H)-benzo[c]quinolizin-3-one; 8-chloro4-methyl-1 ,2,5,6-tetrahydro-(11H)-benzo[c] quinolizin-3-one; The reactants are solid, Cl.Cl.Cl.O1COC2=C1C=CC=C2N2CCN(CC2)CC[C@@H]2CC[C@H](CC2)N (Trans-4-[2-(4-Benzo[1,3]dioxol-4-yl-piperazin-1-yl)-ethyl]-cyclohexylamine trihydrochloride), Cl.Cl.Cl.O1COC2=C1C=CC=C2N2CCN(CC2)CC[C@@H]2CC[C@H](CC2)N (Trans-4-[2-(4-Benzo[1,3]dioxol-4-yl-piperazin-1-yl)-ethyl]-cyclohexylamine trihydrochloride), CO[C@H](C(=O)O)C ((S)-2-methoxypropanoic acid). The product is O1COC2=C1C=CC=C2N2CCN(CC2)CC[C@@H]2CC[C@H](CC2)NC([C@H](C)OC)=O (Trans(S)—N-{4-[2-(4-Benzo[1,3]dioxol-4-yl-piperazin-1-yl)-ethyl]-cyclohexyl}-2-methoxy-propionamide). As a reaction SMILES: Cl.Cl.Cl.[O:4]1[C:8]2[CH:9]=[CH:10][CH:11]=[C:12]([N:13]3[CH2:18][CH2:17][N:16]([CH2:19][CH2:20][C@H:21]4[CH2:26][CH2:25][C@H:24]([NH2:27])[CH2:23][CH2:22]4)[CH2:15][CH2:14]3)[C:7]=2[O:6][CH2:5]1.[CH3:28][O:29][C@@H:30]([CH3:34])[C:31](O)=[O:32]>>[O:4]1[C:8]2[CH:9]=[CH:10][CH:11]=[C:12]([N:13]3[CH2:18][CH2:17][N:16]([CH2:19][CH2:20][C@H:21]4[CH2:26][CH2:25][C@H:24]([NH:27][C:31](=[O:32])[C@@H:30]([O:29][CH3:28])[CH3:34])[CH2:23][CH2:22]4)[CH2:15][CH2:14]3)[C:7]=2[O:6][CH2:5]1 |f:0.1.2.3|. Reported procedure: The title compound, white solid (10.2 mg, 35%), MS (ISP) m/z=418.5 [(M+H)+], was prepared in accordance with the general method of example 1 from Trans-4-[2-(4-Benzo[1,3]dioxol-4-yl-piperazin-1-yl)-ethyl]-cyclohexylamine hydrochloride (Intermediate A) (25.8 mg, 0.070 mmol) and (S)-2-methoxypropanoic acid